From a dataset of the Open Reaction Database (ORD), a public repository of structured organic reaction records. describe an organic reaction: reactants, conditions, products, and yield The reactants are OB(O)c1ccsc1 (effective_coupling_partner), COc2nc(OC)nc(Oc1ccc(C)cc1)n2 (substrate). The reagents and catalysts are dppf. Conditions: temperature 110 celsius, time 24 hour. The product is Cc2ccc(c1ccsc1)cc2. Starting materials: C, CCO, Cc1ccc(C=Cc2ncccc2C(=O)O)cc1, Cl, [Pd]. As a reaction SMILES: [C:23].[CH3:19][CH2:20][OH:21].[CH3:1][c:2]1[cH:3][cH:4][c:5]([CH:6]=[CH:7][c:8]2[c:9]([C:10](=[O:11])[OH:12])[cH:13][cH:14][cH:15][n:16]2)[cH:17][cH:18]1.[ClH:22].[Pd:24]>>[CH3:1][c:2]1[cH:3][cH:4][c:5]([CH2:6][CH2:7][c:8]2[c:9]([C:10](=[O:11])[OH:12])[cH:13][cH:14][cH:15][n:16]2)[cH:17][cH:18]1. Product: Cc1ccc(CCc2ncccc2C(=O)O)cc1.